Dataset: the Open Reaction Database (ORD), a public repository of structured organic reaction records. Task: describe an organic reaction: reactants, conditions, products, and yield Starting materials: Nc1cc(F)ccc1[N+](=O)[O-], [H-], [Na+], CN(C)C=O, NC(CO)c1ccccc1. Yields the product Nc1cc(OCC(N)c2ccccc2)ccc1[N+](=O)[O-]. RXN SMILES: [F:13][c:14]1[cH:15][cH:16][c:17]([N+:21](=[O:22])[O-:23])[c:18]([NH2:19])[cH:20]1.[H-:12].[Na+:11].[O:24]=[CH:25][N:26]([CH3:27])[CH3:28].[c:1]1([CH:7]([NH2:8])[CH2:9][OH:10])[cH:2][cH:3][cH:4][cH:5][cH:6]1>>[c:1]1([CH:7]([NH2:8])[CH2:9][O:10][c:14]2[cH:15][cH:16][c:17]([N+:21](=[O:22])[O-:23])[c:18]([NH2:19])[cH:20]2)[cH:2][cH:3][cH:4][cH:5][cH:6]1. The product is CCCc1c(O)c(C(C)=O)cc(Cl)c1OCCOCCOc1c(C(C)=O)ccc(OCC(=O)OCC)c1CCC. Reaction SMILES: [C:46](=[O:47])([O-:48])[O-:49].[CH2:16]([CH3:17])[O:18][C:19]([CH2:20][O:21][c:22]1[c:23]([CH2:42][CH2:43][CH3:44])[c:24]([O:31][CH2:32][CH2:33][O:34][CH2:35][CH2:36][O:37][S:38]([CH3:39])(=[O:40])=[O:41])[c:25]([C:28]([CH3:29])=[O:30])[cH:26][cH:27]1)=[O:45].[CH3:52][C:53](=[O:54])[CH3:55].[CH3:56][N:57]([CH3:58])[CH:59]=[O:60].[Cl:1][c:2]1[c:3]([OH:15])[c:4]([CH2:12][CH2:13][CH3:14])[c:5]([OH:11])[c:6]([C:8]([CH3:9])=[O:10])[cH:7]1.[K+:50].[K+:51]>>[Cl:1][c:2]1[c:3]([O:15][CH2:36][CH2:35][O:34][CH2:33][CH2:32][O:31][c:24]2[c:23]([CH2:42][CH2:43][CH3:44])[c:22]([O:21][CH2:20][C:19]([O:18][CH2:16][CH3:17])=[O:45])[cH:27][cH:26][c:25]2[C:28]([CH3:29])=[O:30])[c:4]([CH2:12][CH2:13][CH3:14])[c:5]([OH:11])[c:6]([C:8]([CH3:9])=[O:10])[cH:7]1. Starting materials: O=C([O-])[O-], CCCc1c(OCC(=O)OCC)ccc(C(C)=O)c1OCCOCCOS(C)(=O)=O, CC(C)=O, CN(C)C=O, CCCc1c(O)c(Cl)cc(C(C)=O)c1O, [K+], [K+]. Reactants: CC=1C=CC(=C(OCC(=O)OCC)C1)C(C(F)(F)F)=O (ethyl 2-(5-methyl-2-(2,2,2-trifluoroacetyl)phenoxy)acetate), C(=O)([O-])[O-].[K+].[K+] (K2CO3). Run in CC#N (CH3CN). Reaction conditions: temperature 90 celsius, time 2 day. Product: CC1=CC2=C(C(=C(O2)C(=O)OCC)C(F)(F)F)C=C1 (ethyl 6-methyl-3-(trifluoromethyl)benzofuran-2-carboxylate). The yield is 34.3%. Reaction SMILES: [CH3:1][C:2]1[CH:3]=[CH:4][C:5]([C:15](=O)[C:16]([F:19])([F:18])[F:17])=[C:6]([CH:14]=1)[O:7][CH2:8][C:9]([O:11][CH2:12][CH3:13])=[O:10].C([O-])([O-])=O.[K+].[K+]>CC#N>[CH3:1][C:2]1[CH:3]=[CH:4][C:5]2[C:15]([C:16]([F:19])([F:18])[F:17])=[C:8]([C:9]([O:11][CH2:12][CH3:13])=[O:10])[O:7][C:6]=2[CH:14]=1 |f:1.2.3|. Procedure: The mixture of ethyl 2-(5-methyl-2-(2,2,2-trifluoroacetyl)phenoxy)acetate (7.3 g, 25.2 mmol) and pre-oven dried K2CO3 (5.21 g, 37.7 mmol) in 25 mL of CH3CN in sealed tube was heated and stirred at 90° C. for two days. After cooling to room temperature, the reaction was filtered, and the solid was washed with anhydrous CH3CN. The combined filtrate was concentrated to dryness under reduced pressure. The resulting residue was purified by silica gel flash chromatography, 100% Heptane-2% Ethyl Acetat...